Dataset: the Open Reaction Database (ORD), a public repository of structured organic reaction records. Task: describe an organic reaction: reactants, conditions, products, and yield Starting materials: 294-A, 294-B, ClC1=CC=C(C=C1)S(=O)(=O)CC1=C(C=CC(=C1)F)F (2-[(4-chlorophenyl)sulfonylmethyl]-1,4-difluorobenzene), C(C1CCCO1)O (tetrahydrofurfuryl alcohol), C(#N)C=P(CCCC)(CCCC)CCCC (cyanomethylenetri-n-butylphosphorane). Solvent: C1(=CC=CC=C1)C (toluene). Product: ClC1=CC=C(C=C1)S(=O)(=O)C(CC1OCCC1)C1=C(C=CC(=C1)F)F (2-[2-[(4-Chlorophenyl)sulfonyl]-2-(2,5-difluorophenyl)ethyl]tetrahydrofuran). As a reaction SMILES: [Cl:1][C:2]1[CH:7]=[CH:6][C:5]([S:8]([CH2:11][C:12]2[CH:17]=[C:16]([F:18])[CH:15]=[CH:14][C:13]=2[F:19])(=[O:10])=[O:9])=[CH:4][CH:3]=1.[CH2:20](O)[CH:21]1[O:25][CH2:24][CH2:23][CH2:22]1.C(C=P(CCCC)(CCCC)CCCC)#N>C1(C)C=CC=CC=1>[Cl:1][C:2]1[CH:7]=[CH:6][C:5]([S:8]([CH:11]([C:12]2[CH:17]=[C:16]([F:18])[CH:15]=[CH:14][C:13]=2[F:19])[CH2:20][CH:21]2[CH2:22][CH2:23][CH2:24][O:25]2)(=[O:10])=[O:9])=[CH:4][CH:3]=1. Reported procedure: The 2-[(4-chlorophenyl)sulfonylmethyl]-1,4-difluorobenzene (200 mg, 0.661 mmol) obtained in Example 5 and tetrahydrofurfuryl alcohol (0.13 ml, 1.34 mmol) were dissolved in toluene (3 ml), followed by the addition of cyanomethylenetri-n-butylphosphorane (0.320 ml). Under an argon atmosphere, the resulting mixture was heated under reflux for 14 hours. The reaction mixture was then allowed to cool down. The residue obtained by concentrating the reaction mixture under reduced pressure was separated ... The reactants are O=C1CCC(=O)N1Br, O=C(OOC(=O)c1ccccc1)c1ccccc1, ClC(Cl)(Cl)Cl, Cc1cccc2nc(-c3ccc(C(F)(F)F)cc3)sc12, O. The product is FC(F)(F)c1ccc(-c2nc3cccc(CBr)c3s2)cc1. As a reaction SMILES: [Br:1][N:2]1[C:3](=[O:4])[CH2:5][CH2:6][C:7]1=[O:8].[C:29]([O:30][O:31][C:32](=[O:33])[c:34]1[cH:35][cH:36][cH:37][cH:38][cH:39]1)(=[O:40])[c:41]1[cH:42][cH:43][cH:44][cH:45][cH:46]1.[C:47]([Cl:48])([Cl:49])([Cl:50])[Cl:51].[CH3:9][c:10]1[cH:11][cH:12][cH:13][c:14]2[n:15][c:16](-[c:19]3[cH:20][cH:21][c:22]([C:25]([F:26])([F:27])[F:28])[cH:23][cH:24]3)[s:17][c:18]12.[OH2:52]>>[Br:1][CH2:9][c:10]1[cH:11][cH:12][cH:13][c:14]2[n:15][c:16](-[c:19]3[cH:20][cH:21][c:22]([C:25]([F:26])([F:27])[F:28])[cH:23][cH:24]3)[s:17][c:18]12.